From a dataset of the Open Reaction Database (ORD), a public repository of structured organic reaction records. describe an organic reaction: reactants, conditions, products, and yield Starting materials: II (iodine), C(C1=CC=CC=C1)N1C=CC2=C(C=CC=C12)C=C1C(NC(S1)=O)=O (5-(1-benzylindol-4-yl)methylene-2,4-thiazolidinedione), [Mg] (magnesium), [Cl-].[NH4+] (ammonium chloride), [Mg] (magnesium), [Mg] (magnesium), II (iodine), [Mg] (magnesium). The solvent is CO (methanol), CO (methanol). The product is C(C1=CC=CC=C1)N1C=CC2=C(C=CC=C12)CC1C(NC(S1)=O)=O (5-(1-benzylindol-4-yl)methyl-2,4-thiazolidinedione). Isolated yield 74.2%. RXN SMILES: [Mg].II.[CH2:4]([N:11]1[C:19]2[C:14](=[C:15]([CH:20]=[C:21]3[S:25][C:24](=[O:26])[NH:23][C:22]3=[O:27])[CH:16]=[CH:17][CH:18]=2)[CH:13]=[CH:12]1)[C:5]1[CH:10]=[CH:9][CH:8]=[CH:7][CH:6]=1.[Cl-].[NH4+]>CO>[CH2:4]([N:11]1[C:19]2[C:14](=[C:15]([CH2:20][CH:21]3[S:25][C:24](=[O:26])[NH:23][C:22]3=[O:27])[CH:16]=[CH:17][CH:18]=2)[CH:13]=[CH:12]1)[C:5]1[CH:6]=[CH:7][CH:8]=[CH:9][CH:10]=1 |f:3.4|. Procedure details: To metal magnesium, there was added methanol in an amount sufficient for immersing the magnesium metal and then a small amount of iodine powder was added thereto, under an argon gas atmosphere. The mixture was allowed to stand till foaming was initiated and then stirred till the color of the iodine disappeared. To the mixed liquid, there were added 3.00 g of 5-(1-benzylindol-4-yl)methylene-2,4-thiazolidinedione prepared in Example 2 and 210 ml of methanol, followed by stirring at room temperatur... Reactants: CCCN(CCC)C(C)C(=O)N1CCc2cc(OC)c([N+](=O)[O-])cc21, CCO. Product: CCCN(CCC)C(C)C(=O)N1CCc2cc(OC)c(N)cc21. Reaction SMILES: [CH3:1][CH:2]([C:3](=[O:4])[N:5]1[CH2:6][CH2:7][c:8]2[cH:9][c:10]([O:17][CH3:18])[c:11]([N+:14]([O-:15])=[O:16])[cH:12][c:13]21)[N:19]([CH2:20][CH2:21][CH3:22])[CH2:23][CH2:24][CH3:25].[CH3:26][CH2:27][OH:28]>>[CH3:1][CH:2]([C:3](=[O:4])[N:5]1[CH2:6][CH2:7][c:8]2[cH:9][c:10]([O:17][CH3:18])[c:11]([NH2:14])[cH:12][c:13]21)[N:19]([CH2:20][CH2:21][CH3:22])[CH2:23][CH2:24][CH3:25]. Reactants: C(CC)[C@@H]1CC[C@H](CC1)[C@@H]1CC[C@H](CC1)C=O (trans-4-(trans-4-propylcyclohexyl)cyclohexanecarboxaldehyde), ethyl diethylphosphonoacetate (C2H5O)2PCH2COOC2H5, [OH-].[K+] (potassium hydroxide), O1CCCC1 (tetrahydrofuran). The solvent is O (water). Conditions: time 15 minute. Product: C(C)OC(\C=C\[C@@H]1CC[C@H](CC1)[C@@H]1CC[C@H](CC1)CCC)=O ((E)-3-[trans-4-(trans-4-propylcyclohexyl)cyclohexyl]acrylic acid ethyl ester). Reaction SMILES: [CH2:1]([C@H:4]1[CH2:9][CH2:8][C@H:7]([C@H:10]2[CH2:15][CH2:14][C@H:13]([CH:16]=O)[CH2:12][CH2:11]2)[CH2:6][CH2:5]1)[CH2:2][CH3:3].[OH-:18].[K+].[O:20]1[CH2:24][CH2:23][CH2:22][CH2:21]1>O>[CH2:21]([O:20][C:24](=[O:18])/[CH:23]=[CH:16]/[C@H:13]1[CH2:12][CH2:11][C@H:10]([C@H:7]2[CH2:6][CH2:5][C@H:4]([CH2:1][CH2:2][CH3:3])[CH2:9][CH2:8]2)[CH2:15][CH2:14]1)[CH3:22] |f:1.2|. Reported procedure: A mixture of 4.5 g of trans-4-(trans-4-propylcyclohexyl)cyclohexanecarboxaldehyde, 5 g of ethyl diethylphosphonoacetate (C2H5O)2PCH2COOC2H5, 1.9 g of potassium hydroxide and 100 ml of tetrahydrofuran was stirred for 15 minutes and then treated with 500 ml of water and subsequently extracted three times with 100 ml of diethyl ether each time. The combined organic phases were washed twice with 500 ml of water each time, dried over magnesium sulphate, filtered and subsequently concentrated. The res...